describe an organic reaction: reactants, conditions, products, and yield From a dataset of the Open Reaction Database (ORD), a public repository of structured organic reaction records. Starting materials: Cc1ccccc1, CCCCN(c1nc(Cl)nc(N(CCCC)C2CC(C)(C)NC(C)(C)C2)n1)C1CC(C)(C)NC(C)(C)C1, NCCN, [Na+], [OH-]. Product: CCCCN(c1nc(NCCN)nc(N(CCCC)C2CC(C)(C)NC(C)(C)C2)n1)C1CC(C)(C)NC(C)(C)C1. RXN SMILES: [CH3:38][c:39]1[cH:40][cH:41][cH:42][cH:43][cH:44]1.[Cl:1][c:2]1[n:3][c:4]([N:23]([CH2:24][CH2:25][CH2:26][CH3:27])[CH:28]2[CH2:29][C:30]([CH3:36])([CH3:37])[NH:31][C:32]([CH3:34])([CH3:35])[CH2:33]2)[n:5][c:6]([N:8]([CH2:9][CH2:10][CH2:11][CH3:12])[CH:13]2[CH2:14][C:15]([CH3:21])([CH3:22])[NH:16][C:17]([CH3:19])([CH3:20])[CH2:18]2)[n:7]1.[NH2:47][CH2:48][CH2:49][NH2:50].[Na+:46].[OH-:45]>>[c:2]1([NH:50][CH2:49][CH2:48][NH2:47])[n:3][c:4]([N:23]([CH2:24][CH2:25][CH2:26][CH3:27])[CH:28]2[CH2:29][C:30]([CH3:36])([CH3:37])[NH:31][C:32]([CH3:34])([CH3:35])[CH2:33]2)[n:5][c:6]([N:8]([CH2:9][CH2:10][CH2:11][CH3:12])[CH:13]2[CH2:14][C:15]([CH3:21])([CH3:22])[NH:16][C:17]([CH3:19])([CH3:20])[CH2:18]2)[n:7]1. Run at time 1.5 hour. Reagents/catalysts: C(C)(=O)O (acetic acid), [Pd] (palladium). Product: ClC1=CC=C2N=CC(=NC2=C1)CCC1=NN(C(=N1)N1CCCC1)CC1=CC=C(C=C1)OC (7-chloro-2-{2-[1-(4-methoxy-benzyl)-5-pyrrolidin-1-yl-1H-[1,2,4]triazol-3-yl]-ethyl}-quinoxaline). As a reaction SMILES: [Cl:1][C:2]1[CH:11]=[C:10]2[C:5]([N:6]=[CH:7][C:8]([C:12]#[C:13][C:14]3[N:18]=[C:17]([N:19]4[CH2:23][CH2:22][CH2:21][CH2:20]4)[N:16]([CH2:24][C:25]4[CH:30]=[CH:29][C:28]([O:31][CH3:32])=[CH:27][CH:26]=4)[N:15]=3)=[N:9]2)=[CH:4][CH:3]=1>C(OCC)(=O)C.C(O)(=O)C.[Pd]>[Cl:1][C:2]1[CH:11]=[C:10]2[C:5]([N:6]=[CH:7][C:8]([CH2:12][CH2:13][C:14]3[N:18]=[C:17]([N:19]4[CH2:20][CH2:21][CH2:22][CH2:23]4)[N:16]([CH2:24][C:25]4[CH:26]=[CH:27][C:28]([O:31][CH3:32])=[CH:29][CH:30]=4)[N:15]=3)=[N:9]2)=[CH:4][CH:3]=1. Reported procedure: 7-chloro-2-((1-(4-methoxybenzyl)-5-(pyrrolidin-1-yl)-1H-1,2,4-triazol-3-yl)ethynyl)quinoxaline (33 mg, 74.2 μmol, Eq: 1.00) was stirred in ethyl acetate (12 ml) with palladium, 5 wt % on barium sulfate, reduced (33.0 mg, 310 μmol, Eq: 4.18) under a hydrogen atmosphere for 2.5 h. Then 3 drops of acetic acid were added and stirring was continued for 1.5 h. The crude material was applied on silica gel and purified by column chromatography to give 7-chloro-2-{2-[1-(4-methoxy-benzyl)-5-pyrrolidin-1-y... The solvent is C(C)(=O)OCC (ethyl acetate). Starting materials: crude material, ClC1=CC=C2N=CC(=NC2=C1)C#CC1=NN(C(=N1)N1CCCC1)CC1=CC=C(C=C1)OC (7-chloro-2-((1-(4-methoxybenzyl)-5-(pyrrolidin-1-yl)-1H-1,2,4-triazol-3-yl)ethynyl)quinoxaline). Yield: 51.0%.